From a dataset of the Open Reaction Database (ORD), a public repository of structured organic reaction records. describe an organic reaction: reactants, conditions, products, and yield Reactants: COC(=O)Cc1cccc(OCCCN(Cc2cccc(C(F)(F)F)c2Cl)CC(c2ccccc2)c2ccccc2)c1, CC(C)C[AlH]CC(C)C, Cc1ccccc1. The product is O=CCc1cccc(OCCCN(Cc2cccc(C(F)(F)F)c2Cl)CC(c2ccccc2)c2ccccc2)c1. RXN SMILES: [CH3:1][O:2][C:3]([CH2:4][c:5]1[cH:6][c:7]([O:11][CH2:12][CH2:13][CH2:14][N:15]([CH2:16][CH:17]([c:18]2[cH:19][cH:20][cH:21][cH:22][cH:23]2)[c:24]2[cH:25][cH:26][cH:27][cH:28][cH:29]2)[CH2:30][c:31]2[c:32]([Cl:41])[c:33]([C:37]([F:38])([F:39])[F:40])[cH:34][cH:35][cH:36]2)[cH:8][cH:9][cH:10]1)=[O:42].[CH3:43][CH:44]([CH2:45][AlH:46][CH2:47][CH:48]([CH3:49])[CH3:50])[CH3:51].[CH3:52][c:53]1[cH:54][cH:55][cH:56][cH:57][cH:58]1>>[O:2]=[CH:3][CH2:4][c:5]1[cH:6][c:7]([O:11][CH2:12][CH2:13][CH2:14][N:15]([CH2:16][CH:17]([c:18]2[cH:19][cH:20][cH:21][cH:22][cH:23]2)[c:24]2[cH:25][cH:26][cH:27][cH:28][cH:29]2)[CH2:30][c:31]2[c:32]([Cl:41])[c:33]([C:37]([F:38])([F:39])[F:40])[cH:34][cH:35][cH:36]2)[cH:8][cH:9][cH:10]1. The reactants are COC1CCC(CN2C(=O)CNc3ncc(-c4cnc(C#N)cc4C)nc32)CC1, [Na+], [Na+], O=C([O-])[O-], O=C(O)C(F)(F)F, O=S(=O)(O)O. The product is COC1CCC(CN2C(=O)CNc3ncc(-c4cnc(C(N)=O)cc4C)nc32)CC1. RXN SMILES: [CH3:1][O:2][CH:3]1[CH2:4][CH2:5][CH:6]([CH2:9][N:10]2[c:11]3[c:12]([n:17][cH:18][c:19](-[c:21]4[c:22]([CH3:29])[cH:23][c:24]([C:27]#[N:28])[n:25][cH:26]4)[n:20]3)[NH:13][CH2:14][C:15]2=[O:16])[CH2:7][CH2:8]1.[Na+:42].[Na+:43].[O-:44][C:45](=[O:46])[O-:47].[OH:30][C:31]([C:32]([F:33])([F:34])[F:35])=[O:36].[S:37](=[O:38])(=[O:39])([OH:40])[OH:41]>>[CH3:1][O:2][CH:3]1[CH2:4][CH2:5][CH:6]([CH2:9][N:10]2[c:11]3[c:12]([n:17][cH:18][c:19](-[c:21]4[c:22]([CH3:29])[cH:23][c:24]([C:27]([NH2:28])=[O:30])[n:25][cH:26]4)[n:20]3)[NH:13][CH2:14][C:15]2=[O:16])[CH2:7][CH2:8]1. Reactants: ClC1=CC(=C(C=C1[N+](=O)[O-])N1N=CC(N(C1=O)C)=O)F (2-(4-chloro-2-fluoro-5-nitrophenyl)-4-methyl-1,2,4-triazine-3,5-(2H,4H)dione). The reagents and catalysts are [Pt]=O (platinum oxide). Run in C(C)O (ethanol). Yields the product NC=1C(=CC(=C(C1)N1N=CC(N(C1=O)C)=O)F)Cl (2-(5-amino-4-chloro-2-fluorophenyl)-4-methyl-1,2,4-triazine-3,5(2H,4H)-dione). Isolated yield 80.1%. RXN SMILES: [Cl:1][C:2]1[C:7]([N+:8]([O-])=O)=[CH:6][C:5]([N:11]2[C:16](=[O:17])[N:15]([CH3:18])[C:14](=[O:19])[CH:13]=[N:12]2)=[C:4]([F:20])[CH:3]=1>C(O)C.[Pt]=O>[NH2:8][C:7]1[C:2]([Cl:1])=[CH:3][C:4]([F:20])=[C:5]([N:11]2[C:16](=[O:17])[N:15]([CH3:18])[C:14](=[O:19])[CH:13]=[N:12]2)[CH:6]=1. Procedure: A solution of 18.0 g (0.060 mole) of 2-(4-chloro-2-fluoro-5-nitrophenyl)-4-methyl-1,2,4-triazine-3,5-(2H,4H)dione in 200 mL of ethanol was placed in a 500 mL Parr hydrogenation bottle with 0.5 g of platinum oxide. The bottle was placed in a Parr hydrogenator and the reaction mixture hydrogenated. Upon complete hydrogenation the reaction mixture was filtered to remove the catalyst. The filtrate was concentrated under reduced pressure to a residual oil. The oil was purified using column chromatogr...